This data is from the Open Reaction Database (ORD), a public repository of structured organic reaction records. The task is: describe an organic reaction: reactants, conditions, products, and yield The yield is 53.0%. Procedure: Starting from 2-amino-2-phenylacetonitrile and hexane-2,4-dione, the open-chain intermediate compound is obtained, b.p. 160° C./0.3 mm Hg. The title compound is obtained in an overall yield of 53%, m.p. 166°-168° C. (from methanol). Product: NC1=C(NC(=C1C(CC)=O)C)C1=CC=CC=C1 (3-Amino-5-methyl-2-phenyl-4-propionylpyrrole). RXN SMILES: [NH2:1][CH:2]([C:5]1[CH:10]=[CH:9][CH:8]=[CH:7][CH:6]=1)[C:3]#[N:4].[CH3:11][C:12](=O)[CH2:13][C:14](=[O:17])[CH2:15][CH3:16]>CO>[NH2:4][C:3]1[C:13]([C:14](=[O:17])[CH2:15][CH3:16])=[C:12]([CH3:11])[NH:1][C:2]=1[C:5]1[CH:10]=[CH:9][CH:8]=[CH:7][CH:6]=1. Starting materials: NC(C#N)C1=CC=CC=C1 (2-amino-2-phenylacetonitrile), CC(CC(CC)=O)=O (hexane-2,4-dione). Run in CO (methanol).